This data is from the Open Reaction Database (ORD), a public repository of structured organic reaction records. The task is: describe an organic reaction: reactants, conditions, products, and yield Starting materials: FC(C(=O)O)(F)F (trifluoroacetic acid), C(#N)\C(=C(\C(=O)OCC)/[O-])\C.[K+] (potassium (2Z)-3-cyano-1-ethoxy-1-oxobut-2-en-2-olate), Cl.Cl.C(C)OC1=CC(=C(CNN)C(=C1)F)F ((4-ethoxy-2,6-difluorobenzyl)hydrazine dihydrochloride). Run in O1CCOCC1 (dioxane). Reaction conditions: time 10 minute. The product is NC1=C(C(=NN1CC1=C(C=C(C=C1F)OCC)F)C(=O)OCC)C (ethyl 5-amino-1-(4-ethoxy-2,6-difluorobenzyl)-4-methyl-1H-pyrazole-3-carboxylate). RXN SMILES: [C:1](/[C:3](/[CH3:11])=[C:4](\[O-])/[C:5]([O:7][CH2:8][CH3:9])=[O:6])#[N:2].[K+].FC(F)(F)C(O)=O.Cl.Cl.[CH2:22]([O:24][C:25]1[CH:33]=[C:32]([F:34])[C:28]([CH2:29][NH:30][NH2:31])=[C:27]([F:35])[CH:26]=1)[CH3:23]>O1CCOCC1>[NH2:2][C:1]1[N:30]([CH2:29][C:28]2[C:27]([F:35])=[CH:26][C:25]([O:24][CH2:22][CH3:23])=[CH:33][C:32]=2[F:34])[N:31]=[C:4]([C:5]([O:7][CH2:8][CH3:9])=[O:6])[C:3]=1[CH3:11] |f:0.1,3.4.5|. Reported procedure: 2.01 g potassium (2Z)-3-cyano-1-ethoxy-1-oxobut-2-en-2-olate (10.9 mmol, 1.0 eq.) were dissolved in dioxane at rt and 1.34 mL trifluoroacetic acid (17.4 mmol, 1.6 eq.) were added within 2 minutes. The slurry was stirred for 10 minutes and 3.00 g (4-ethoxy-2,6-difluorobenzyl)hydrazine dihydrochloride (10.9 mmol, 1.0 eq.) were added. The reaction mixture was stirred at 130° C. for 3 hours. The resulting solid was filtered off and washed rinsed with dioxane. The filtrate was partitioned between eth... Starting materials: [Li]CCCC, CCOCC, CN1CCCC(=O)C1, CCCCCC, c1ccc2sccc2c1. The product is CN1CCCC(O)(c2cc3ccccc3s2)C1. As a reaction SMILES: [CH2:1]([Li:2])[CH2:3][CH2:4][CH3:5].[CH3:15][CH2:16][O:17][CH2:18][CH3:19].[CH3:20][N:21]1[CH2:22][C:23](=[O:27])[CH2:24][CH2:25][CH2:26]1.[CH3:28][CH2:29][CH2:30][CH2:31][CH2:32][CH3:33].[s:6]1[c:7]2[c:8]([cH:9][cH:10]1)[cH:11][cH:12][cH:13][cH:14]2>>[s:6]1[c:7]2[c:8]([cH:9][c:10]1[C:23]1([OH:27])[CH2:22][N:21]([CH3:20])[CH2:26][CH2:25][CH2:24]1)[cH:11][cH:12][cH:13][cH:14]2. The reactants are ClCCl.CO (dichloromethane methanol), N1(CCNCC1)C(C)O (piperazylethanol), C1(CCCCC1)N=C=NC1CCCCC1 (dicyclohexylcarbodiimide), ClCCl (dichloromethane), O1[C@H]2C[C@H]3[C@@H]([C@@H](OC=C3C(=O)O)OC(NC)=O)[C@]21C ((1S,4aS,6S,7R,7aR)-6,7-epoxy-1,4a,5,6,7,7a-hexahydro-7-methyl-1-(methylcarbamoyloxy)cyclopenta[c]-pyrane-4-carboxylic acid). The reagents and catalysts are CN(C)C=1C=CN=CC1 (DMAP). Run at time 15 hour. The product is OCCN1CCN(CC1)NC(=O)C=1[C@@H]2[C@@H]([C@@H](OC1)OC(NC)=O)[C@@]1([C@H](C2)O1)C ((1S,4aS,6S,7R,7aR)-6,7-epoxy-1,4a,5,6,7,7a-hexahydro-7-methyl-1-(methylcarbamoyloxy)cyclopenta[c]-pyrane-4-carboxylic acid 4-(2-hyroxyethyl) piperazylamide). The yield is 49.0%. Reaction SMILES: [N:1]1([CH:7](O)C)[CH2:6][CH2:5][NH:4][CH2:3][CH2:2]1.C1([N:16]=C=NC2CCCCC2)CCCCC1.ClCCl.[O:28]1[C@@:45]2([CH3:46])[C@@H:29]1[CH2:30][C@@H:31]1[C:36]([C:37](O)=[O:38])=[CH:35][O:34][C@@H:33]([O:40][C:41](=[O:44])[NH:42][CH3:43])[C@H:32]12.ClCCl.[CH3:50][OH:51]>CN(C1C=CN=CC=1)C>[OH:51][CH2:50][CH2:7][N:1]1[CH2:2][CH2:3][N:4]([NH:16][C:37]([C:36]2[C@H:31]3[CH2:30][C@@H:29]4[O:28][C@:45]4([CH3:46])[C@@H:32]3[C@H:33]([O:40][C:41](=[O:44])[NH:42][CH3:43])[O:34][CH:35]=2)=[O:38])[CH2:5][CH2:6]1 |f:4.5|. Procedure: 0.28 ml of piperazylethanol, 273 mg of DMAP and 461 mg of dicyclohexylcarbodiimide were added to a dichloromethane solution containing 400 mg of (1S,4aS,6S,7R,7aR)-6,7-epoxy-1,4a,5,6,7,7a-hexahydro-7-methyl-1-(methylcarbamoyloxy)cyclopenta[c]-pyrane-4-carboxylic acid described in Example 1 followed by stirring for 15 hours at room temperature. The reaction mixture was then extracted with dichloromethane. After washing the organic phase with saturated aqueous sodium bicarbonate and brine, it was ... Reactants: ClC=1C=C(C=CC1Cl)C(CC(=O)N(C1=CC=C(C=C1)Cl)C)CCOS(=O)(=O)C (3,4-Dichloro-beta-(2-methanesulfonyloxyethyl)-N-methyl-N-(4-chlorophenyl)benzene propanamide), C([O-])([O-])=O.[Li+].[Li+] (lithium carbonate), [Br-].[Li+] (lithium bromide), C(Cl)Cl (CH2Cl2). Solvent: C1CCOC1 (THF). The product is ClC=1C=C(C=CC1Cl)C(CC(=O)N(C1=CC=C(C=C1)Cl)C)CCBr (3,4-Dichloro-beta-(2-bromoethyl)-N-methyl-N-(4-chlorophenyl)benzene propanamide). The yield is 91.9%. Reaction SMILES: [Cl:1][C:2]1[CH:3]=[C:4]([CH:9]([CH2:22][CH2:23]OS(C)(=O)=O)[CH2:10][C:11]([N:13]([CH3:21])[C:14]2[CH:19]=[CH:18][C:17]([Cl:20])=[CH:16][CH:15]=2)=[O:12])[CH:5]=[CH:6][C:7]=1[Cl:8].C(=O)([O-])[O-].[Li+].[Li+].[Br-:35].[Li+].C(Cl)Cl>C1COCC1>[Cl:1][C:2]1[CH:3]=[C:4]([CH:9]([CH2:22][CH2:23][Br:35])[CH2:10][C:11]([N:13]([CH3:21])[C:14]2[CH:19]=[CH:18][C:17]([Cl:20])=[CH:16][CH:15]=2)=[O:12])[CH:5]=[CH:6][C:7]=1[Cl:8] |f:1.2.3,4.5|. Reported procedure: 3,4-Dichloro-beta-(2-methanesulfonyloxyethyl)-N-methyl-N-(4-chlorophenyl)benzene propanamide (6.3 g) in THF (50 mL) was treated with lithium carbonate (2.0 g) and lithium bromide (2.34 g). The mixture was heated at reflux temperature for 2 hours. The cooled reaction mixture was diluted the CH2Cl2 (100 mL) and washed with H2O (2×100 mL). The organic extracts were dried over MgSO4, filtered and concentrated under reduced pressure to give the title compound as a yellow oil, (5.6 g). Reactants: B(O)O (boronic acid), B(O)O (boronic acid), ClC1=NC=CC2=CC(=CC=C12)S(=O)(=O)NC1=NC=NC=C1 (1-chloro-N-(pyrimidin-4-yl)isoquinoline-6-sulfonamide), FC1=NC=C(C=C1B(O)O)C (2-fluoro-5-picoline-3-boronic acid), C([O-])([O-])=O.[K+].[K+] (potassium carbonate). Reagents/catalysts: C=1C=CC(=CC1)[P](C=2C=CC=CC2)(C=3C=CC=CC3)[Pd]([P](C=4C=CC=CC4)(C=5C=CC=CC5)C=6C=CC=CC6)([P](C=7C=CC=CC7)(C=8C=CC=CC8)C=9C=CC=CC9)[P](C=1C=CC=CC1)(C=1C=CC=CC1)C=1C=CC=CC1 (Pd(PPh3)4), C=1C=CC(=CC1)[P](C=2C=CC=CC2)(C=3C=CC=CC3)[Pd]([P](C=4C=CC=CC4)(C=5C=CC=CC5)C=6C=CC=CC6)([P](C=7C=CC=CC7)(C=8C=CC=CC8)C=9C=CC=CC9)[P](C=1C=CC=CC1)(C=1C=CC=CC1)C=1C=CC=CC1 (Pd(Ph3P)4). Run in O (water), O (Water), O1CCOCC1 (Dioxane). Reaction conditions: temperature 120 celsius, time 3 hour. Yields the product FC1=NC=C(C=C1C1=NC=CC2=CC(=CC=C12)S(=O)(=O)NC1=NC=NC=C1)C (1-(2-FLUORO-5-METHYLPYRIDIN-3-YL)-N-(PYRIMIDIN-4-YL)ISOQUINOLINE-6-SULFONAMIDE). Isolated yield 27.0%. RXN SMILES: Cl[C:2]1[C:11]2[C:6](=[CH:7][C:8]([S:12]([NH:15][C:16]3[CH:21]=[CH:20][N:19]=[CH:18][N:17]=3)(=[O:14])=[O:13])=[CH:9][CH:10]=2)[CH:5]=[CH:4][N:3]=1.[F:22][C:23]1[C:28](B(O)O)=[CH:27][C:26]([CH3:32])=[CH:25][N:24]=1.C(=O)([O-])[O-].[K+].[K+].B(O)O>O.C1C=CC([P]([Pd]([P](C2C=CC=CC=2)(C2C=CC=CC=2)C2C=CC=CC=2)([P](C2C=CC=CC=2)(C2C=CC=CC=2)C2C=CC=CC=2)[P](C2C=CC=CC=2)(C2C=CC=CC=2)C2C=CC=CC=2)(C2C=CC=CC=2)C2C=CC=CC=2)=CC=1.O1CCOCC1>[F:22][C:23]1[C:28]([C:2]2[C:11]3[C:6](=[CH:7][C:8]([S:12]([NH:15][C:16]4[CH:21]=[CH:20][N:19]=[CH:18][N:17]=4)(=[O:14])=[O:13])=[CH:9][CH:10]=3)[CH:5]=[CH:4][N:3]=2)=[CH:27][C:26]([CH3:32])=[CH:25][N:24]=1 |f:2.3.4,^1:46,48,67,86|. Procedure details: To a microwave vial charged with 1-chloro-N-(pyrimidin-4-yl)isoquinoline-6-sulfonamide (Intermediate GG; 3.00 g, 9.35 mmol), 2-fluoro-5-picoline-3-boronic acid (1.469 ml, 12.16 mmol), potassium carbonate (6.46 g, 46.8 mmol) and Pd(Ph3P)4 (1.081 g, 0.935 mmol) was added Dioxane (46.8 ml) and Water (15.59 ml) and heated thermally to 120° C. After 3 hrs LC-MS indicated about 40% conversion with starting material present. Additional boronic acid was added (1 g) and heating continued at 120° C. for 4... Starting materials: NC1=C(C=C(C=C1)C(F)(F)F)Br (4-amino-3-bromobenzotrifluoride), C1(=CC=C(C=C1)S(=O)(=O)Cl)C (p-toluenesulfonyl chloride), C(=O)([O-])[O-].[K+].[K+] (K2CO3), ice water. Run in N1=CC=CC=C1 (pyridine). Conditions: time 52 hour. Yields the product BrC1=C(C=CC(=C1)C(F)(F)F)NS(=O)(=O)C1=CC=C(C=C1)C (N-(2-Bromo-4-trifluoromethyl-phenyl)-4-methyl-benzenesulfonamide). RXN SMILES: [NH2:1][C:2]1[CH:7]=[CH:6][C:5]([C:8]([F:11])([F:10])[F:9])=[CH:4][C:3]=1[Br:12].[C:13]1([CH3:23])[CH:18]=[CH:17][C:16]([S:19](Cl)(=[O:21])=[O:20])=[CH:15][CH:14]=1.C([O-])([O-])=O.[K+].[K+]>N1C=CC=CC=1>[Br:12][C:3]1[CH:4]=[C:5]([C:8]([F:9])([F:10])[F:11])[CH:6]=[CH:7][C:2]=1[NH:1][S:19]([C:16]1[CH:17]=[CH:18][C:13]([CH3:23])=[CH:14][CH:15]=1)(=[O:21])=[O:20] |f:2.3.4|. Procedure: To a solution of 4-amino-3-bromobenzotrifluoride (20.0 g, 83.3 mmol) in pyridine at room temperature is added p-toluenesulfonyl chloride (19.8 g, 104.1 mmol) in portions over 3 minutes, and the resulting mixture stirred for 52 hours. The suspension is poured into an ice-water mix (300 ml), filtered; and the filtered solid is washed with water (250 ml). The solid is dissolved in dichloromethane (200 ml) and the resulting solution is washed with 1N HCl (2×150 ml), water (2×200 ml), dried (Na2SO4),... Starting materials: [Br-], CC(CCN1CCSC1C(=O)O)N(c1cc(Cl)ccc1Cl)S(=O)(=O)c1ccc(Cl)cc1, CC(CCCCN1CSC(CC(=O)O)C1)N(c1cc(Cl)ccc1Cl)S(=O)(=O)c1ccc(Cl)cc1, [K+], [K+], [OH-]. Yields the product CC(CCCCN1CSC(C(=O)O)C1)N(c1cc(Cl)ccc1Cl)S(=O)(=O)c1ccc(Cl)cc1. Reaction SMILES: [Br-:68].[Cl:1][c:2]1[cH:3][cH:4][c:5]([S:6]([N:7]([c:8]2[cH:9][c:10]([Cl:11])[cH:12][cH:13][c:14]2[Cl:15])[CH:16]([CH3:17])[CH2:18][CH2:19][N:23]2[CH2:24][CH2:25][S:26][CH:27]2[C:20](=[O:21])[OH:22])(=[O:28])=[O:29])[cH:30][cH:31]1.[Cl:32][c:33]1[cH:34][cH:35][c:36]([S:39](=[O:40])(=[O:41])[N:42]([CH:43]([CH2:44][CH2:45][CH2:46][CH2:47][N:48]2[CH2:49][S:50][CH:51]([CH2:53][C:54]([OH:55])=[O:56])[CH2:52]2)[CH3:57])[c:58]2[c:59]([Cl:65])[cH:60][cH:61][c:62]([Cl:64])[cH:63]2)[cH:37][cH:38]1.[K+:67].[K+:69].[OH-:66]>>[C:20](=[O:21])([OH:22])[CH:51]1[S:50][CH2:49][N:48]([CH2:47][CH2:46][CH2:45][CH2:44][CH:43]([N:42]([S:39]([c:36]2[cH:35][cH:34][c:33]([Cl:32])[cH:38][cH:37]2)(=[O:40])=[O:41])[c:58]2[c:59]([Cl:65])[cH:60][cH:61][c:62]([Cl:64])[cH:63]2)[CH3:57])[CH2:52]1.